Dataset: the Open Reaction Database (ORD), a public repository of structured organic reaction records. Task: describe an organic reaction: reactants, conditions, products, and yield Starting materials: ClC1=NC=C(C(=O)NC2=CC=C(C=C2)OC(F)(F)Cl)C=C1C1=CC=NN1 (6-chloro-N-(4-(chlorodifluoromethoxy)phenyl)-5-(1H-pyrazol-5-yl)nicotinamide), CN(C1CNC1)C (N,N-dimethylazetidin-3-amine). The product is ClC(OC1=CC=C(C=C1)NC(C1=CN=C(C(=C1)C1=CC=NN1)N1CC(C1)N(C)C)=O)(F)F (N-(4-(Chlorodifluoromethoxy)phenyl)-6-(3-(dimethylamino)azetidin-1-yl)-5-(1H-pyrazol-5-yl)nicotinamide). RXN SMILES: Cl[C:2]1[C:21]([C:22]2[NH:26][N:25]=[CH:24][CH:23]=2)=[CH:20][C:5]([C:6]([NH:8][C:9]2[CH:14]=[CH:13][C:12]([O:15][C:16]([Cl:19])([F:18])[F:17])=[CH:11][CH:10]=2)=[O:7])=[CH:4][N:3]=1.[CH3:27][N:28]([CH3:33])[CH:29]1[CH2:32][NH:31][CH2:30]1>>[Cl:19][C:16]([F:18])([F:17])[O:15][C:12]1[CH:13]=[CH:14][C:9]([NH:8][C:6](=[O:7])[C:5]2[CH:20]=[C:21]([C:22]3[NH:26][N:25]=[CH:24][CH:23]=3)[C:2]([N:31]3[CH2:32][CH:29]([N:28]([CH3:33])[CH3:27])[CH2:30]3)=[N:3][CH:4]=2)=[CH:10][CH:11]=1. Procedure details: The title compound was prepared in an analogous fashion to that described in Example 38 using 6-chloro-N-(4-(chlorodifluoromethoxy)phenyl)-5-(1H-pyrazol-5-yl)nicotinamide (Stage 48.1) and N,N-dimethylazetidin-3-amine to afford a white solid. HPLC (Condition 7) tR=5.768 min, UPLC-MS (Condition 3) tR=0.78 min, m/z=463.1 [M+H]+; 1H-NMR (400 MHz, DMSO-d6) δ ppm 2.01 (s, 6H) 2.90-3.06 (m, 1H) 3.51-3.62 (m, 2H) 3.71-3.86 (m, 2H) 6.37-6.48 (m, 1H) 7.33 (d, J=8.60 Hz, 2H) 7.53-7.93 (m, J=9.4 Hz, 3H) 8.0... Starting materials: [BH4-], O=CCCCC=O, COc1ccc(-c2[nH]c(-c3ccc(N)cc3)nc2C(=O)Nc2nccs2)cc1, [Na+], O=S(=O)(O)O. Yields the product COc1ccc(-c2[nH]c(-c3ccc(N4CCCCC4)cc3)nc2C(=O)Nc2nccs2)cc1. As a reaction SMILES: [BH4-:29].[CH:36]([CH2:37][CH2:38][CH2:39][CH:40]=[O:42])=[O:41].[NH2:1][c:2]1[cH:3][cH:4][c:5](-[c:8]2[nH:9][c:10](-[c:21]3[cH:22][cH:23][c:24]([O:27][CH3:28])[cH:25][cH:26]3)[c:11]([C:13](=[O:14])[NH:15][c:16]3[s:17][cH:18][cH:19][n:20]3)[n:12]2)[cH:6][cH:7]1.[Na+:30].[S:31](=[O:32])(=[O:33])([OH:34])[OH:35]>>[N:1]1([c:2]2[cH:3][cH:4][c:5](-[c:8]3[nH:9][c:10](-[c:21]4[cH:22][cH:23][c:24]([O:27][CH3:28])[cH:25][cH:26]4)[c:11]([C:13](=[O:14])[NH:15][c:16]4[s:17][cH:18][cH:19][n:20]4)[n:12]3)[cH:6][cH:7]2)[CH2:36][CH2:37][CH2:38][CH2:39][CH2:40]1. Reactants: COC(C1=C(C(=CC(=C1C)OC)O[Si](C(C(C)C)(C)C)(C)C)CSC[C@@H](C1=NC(=NO1)C)N)=O ((R)-2-[2-Amino-2-(3-methyl-1,2,4 -oxadiazol-5-yl)-ethylsulfanylmethyl]-3-[dimethyl-(1,1,2-trimethyl-propyl)-silanyloxy]-5-methoxy-6-methyl-benzoic acid methyl ester), [F-].[NH4+] (ammonium fluoride). The solvent is CO (methanol). Yields the product COC(C1=C(C(=CC(=C1C)OC)O)CSC[C@@H](C1=NC(=NO1)C)N)=O ((R)-2-[2-amino-2-(3-methyl-1,2,4-oxadiazol-5-yl)-ethylsulfanyl -methyl]-3-hydroxy-5-methoxy-6-methyl-benzoic acid methyl ester). Reaction SMILES: [CH3:1][O:2][C:3](=[O:34])[C:4]1[C:9]([CH3:10])=[C:8]([O:11][CH3:12])[CH:7]=[C:6]([O:13][Si](C)(C)C(C)(C)C(C)C)[C:5]=1[CH2:23][S:24][CH2:25][C@H:26]([NH2:33])[C:27]1[O:31][N:30]=[C:29]([CH3:32])[N:28]=1.[F-].[NH4+]>CO>[CH3:1][O:2][C:3](=[O:34])[C:4]1[C:9]([CH3:10])=[C:8]([O:11][CH3:12])[CH:7]=[C:6]([OH:13])[C:5]=1[CH2:23][S:24][CH2:25][C@H:26]([NH2:33])[C:27]1[O:31][N:30]=[C:29]([CH3:32])[N:28]=1 |f:1.2|. Procedure: (R)-2-[2-Amino-2-(3-methyl-1,2,4 -oxadiazol-5-yl)-ethylsulfanylmethyl]-3-[dimethyl-(1,1,2-trimethyl-propyl)-silanyloxy]-5-methoxy-6-methyl-benzoic acid methyl ester was treated with ammonium fluoride in methanol in an analogous manner to the procedure described in Example 1 to yield (R)-2-[2-amino-2-(3-methyl-1,2,4-oxadiazol-5-yl)-ethylsulfanyl -methyl]-3-hydroxy-5-methoxy-6-methyl-benzoic acid methyl ester as an amorphous foam.